Dataset: the Open Reaction Database (ORD), a public repository of structured organic reaction records. Task: describe an organic reaction: reactants, conditions, products, and yield The reactants are O=C([O-])[O-], CCO, Cl, [K+], [K+], NO, N#Cc1cccc(N)c1. Yields the product N=C(NO)c1cccc(N)c1. As a reaction SMILES: [C:13](=[O:14])([O-:15])[O-:16].[CH3:19][CH2:20][OH:21].[ClH:10].[K+:17].[K+:18].[NH2:11][OH:12].[NH2:1][c:2]1[cH:3][c:4]([C:5]#[N:6])[cH:7][cH:8][cH:9]1>>[NH2:1][c:2]1[cH:3][c:4]([C:5](=[NH:6])[NH:11][OH:12])[cH:7][cH:8][cH:9]1. RXN SMILES: C([N:4]1[C:12]2[C:7](=[CH:8][CH:9]=[CH:10][CH:11]=2)[C:6](=[C:13](Cl)[C:14]2[CH:19]=[CH:18][CH:17]=[CH:16][CH:15]=2)[C:5]1=[O:21])(=O)C.[CH3:22][NH:23][C:24]1[CH:31]=[CH:30][C:27]([C:28]#[N:29])=[CH:26][CH:25]=1.[OH-].[Na+]>C1COCC1.CO>[C:28]([C:27]1[CH:30]=[CH:31][C:24]([N:23]([C:13](=[C:6]2[C:7]3[C:12](=[CH:11][CH:10]=[CH:9][CH:8]=3)[NH:4][C:5]2=[O:21])[C:14]2[CH:15]=[CH:16][CH:17]=[CH:18][CH:19]=2)[CH3:22])=[CH:25][CH:26]=1)#[N:29] |f:2.3|. The reactants are C(C)(=O)N1C(C(C2=CC=CC=C12)=C(C1=CC=CC=C1)Cl)=O (1-acetyl-3-(1-chloro-1-phenyl-methylidene)-2-indolinone), CNC1=CC=C(C#N)C=C1 (4-methylamino-benzonitrile), [OH-].[Na+] (sodium hydroxide). The product is C(#N)C1=CC=C(C=C1)N(C)C(C1=CC=CC=C1)=C1C(NC2=CC=CC=C12)=O (3-{1-[N-(4-cyanophenyl)-N-methyl-amino]-1-phenyl-methylidene}-2-indolinone). Run in C1CCOC1 (THF), CO (methanol). Procedure details: Prepared analogously to Example 2 from 1-acetyl-3-(1-chloro-1-phenyl-methylidene)-2-indolinone and 4-methylamino-benzonitrile in THF and subsequent treatment with sodium hydroxide solution in methanol. Starting materials: [BH3-]C#N, C=O, COc1ccc(C=C2CC(C)(C)NC(C)(C)C2)c([N+](=O)[O-])c1, CO, CCOC(C)=O, [Na+], [Na+], O=C([O-])O. The product is COc1ccc(C=C2CC(C)(C)N(C)C(C)(C)C2)c([N+](=O)[O-])c1. As a reaction SMILES: [C:25]([BH3-:26])#[N:27].[CH2:23]=[O:24].[CH3:1][O:2][c:3]1[cH:4][c:5]([N+:20](=[O:21])[O-:22])[c:6]([CH:7]=[C:8]2[CH2:9][C:10]([CH3:16])([CH3:17])[NH:11][C:12]([CH3:14])([CH3:15])[CH2:13]2)[cH:18][cH:19]1.[CH3:34][OH:35].[CH3:36][CH2:37][O:38][C:39]([CH3:40])=[O:41].[Na+:28].[Na+:33].[O-:29][C:30]([OH:31])=[O:32]>>[CH3:1][O:2][c:3]1[cH:4][c:5]([N+:20](=[O:21])[O-:22])[c:6]([CH:7]=[C:8]2[CH2:9][C:10]([CH3:16])([CH3:17])[N:11]([CH3:25])[C:12]([CH3:14])([CH3:15])[CH2:13]2)[cH:18][cH:19]1. The reactants are P(=O)(O)(O)OCC[N+](C)(C)C.C(C1=CC=CC=C1)ON(CC(O)=C=O)C (N-benzyloxy carbonyl-N-methyl-2-aminoethanol phosphocholine), [H][H] (hydrogen). The reagents and catalysts are [Pd] (palladium). Solvent: O1CCOCC1 (dioxane), O (water). Product: P(=O)(O)(O)OCC[N+](C)(C)C.CNCCO (2-methylaminoethanol phosphocholine). As a reaction SMILES: [P:1]([O:5][CH2:6][CH2:7][N+:8]([CH3:11])([CH3:10])[CH3:9])([OH:4])([OH:3])=[O:2].C(O[N:20]([CH3:26])[CH2:21][C:22](=C=O)[OH:23])C1C=CC=CC=1.[H][H]>O1CCOCC1.O.[Pd]>[P:1]([O:5][CH2:6][CH2:7][N+:8]([CH3:11])([CH3:10])[CH3:9])([OH:3])([OH:4])=[O:2].[CH3:26][NH:20][CH2:21][CH2:22][OH:23] |f:0.1,6.7|. Procedure: 8 g of N-benzyloxy carbonyl-N-methyl-2-aminoethanol phosphocholine are dissolved in 60 ml of dioxane and 15 ml of water; the solution is mixed with 0.8 g of 10% palladium active carbon and the reaction mixture hydrogenated with hydrogen. After the H2 -absorption has terminated, the solution is filtered and the filtrate reduced in vacuo to dryness.